From a dataset of the Open Reaction Database (ORD), a public repository of structured organic reaction records. describe an organic reaction: reactants, conditions, products, and yield The reactants are [N+](=O)([O-])C1(CCC1)C(=O)OCC (ethyl 1-nitrocyclobutanecarboxylate), [Li] (lithium), [N+](=O)([O-])C(C)C (2-nitropropane). Run in CN(P(=O)(N(C)C)N(C)C)C (hexamethylphosphoramide). Reaction conditions: time 3 hour. Product: [N+](=O)([O-])C(C)(C)C1(CCC1)C(=O)OCC (ethyl 1-(α-nitroisopropyl)cyclobutanecarboxylate). Isolated yield 70.0%. As a reaction SMILES: [Li].[N+:2]([CH:5]([CH3:7])[CH3:6])([O-:4])=[O:3].[N+]([C:11]1([C:15]([O:17][CH2:18][CH3:19])=[O:16])[CH2:14][CH2:13][CH2:12]1)([O-])=O>CN(C)P(N(C)C)(N(C)C)=O>[N+:2]([C:5]([C:11]1([C:15]([O:17][CH2:18][CH3:19])=[O:16])[CH2:14][CH2:13][CH2:12]1)([CH3:7])[CH3:6])([O-:4])=[O:3] |^1:0|. Reported procedure: The lithium salt of 2-nitropropane (9.9 g.) was dissolved in 200 ml. of hexamethylphosphoramide under nitrogen and ethyl 1-nitrocyclobutanecarboxylate was added. The mixture was stirred for three hours under fluorescent lighting. The mixture was then diluted with 400 ml. of water and extracted three times with 200 ml. portions of ether. The combined ether extracts were washed three times with water, dried over magnesium sulfate, and the ethyl 1-(α-nitroisopropyl)cyclobutanecarboxylate (70 percen... Reactants: C1(=CC=CC=C1)P(C1=CC=CC=C1)C1=CC=CC=C1 (Triphenylphosphine), C([O-])([O-])=O.[Ca+2] (calcium carbonate), N(=[N+]=[N-])CCC1=C(C=CC=C1)[N+](=O)[O-] (2-(2-azidoethyl)nitrobenzene). Solvent: C1=CC=CC=C1 (benzene). Yields the product NCCC1=C(C=CC=C1)[N+](=O)[O-] (2-(2-Aminoethyl)nitrobenzene), oil. RXN SMILES: C1(P(C2C=CC=CC=2)C2C=CC=CC=2)C=CC=CC=1.C(=O)([O-])[O-].[Ca+2].[N:25]([CH2:28][CH2:29][C:30]1[CH:35]=[CH:34][CH:33]=[CH:32][C:31]=1[N+:36]([O-:38])=[O:37])=[N+]=[N-]>C1C=CC=CC=1>[NH2:25][CH2:28][CH2:29][C:30]1[CH:35]=[CH:34][CH:33]=[CH:32][C:31]=1[N+:36]([O-:38])=[O:37] |f:1.2|. Reported procedure: Triphenylphosphine (31.1 g, 0.118 mol) and calcium carbonate (50 mg, 0.5 mmol) were added to a solution of 2-(2-azidoethyl)nitrobenzene (22.8 g, 0.118 mol) in benzene (500 mL). The reaction was stirred at room temperature until complete. The solvent was removed in vacuo, and the residue treated with acetic acid (100 mL) and 48% hydrogen bromide (100 mL) at 100° C. for 1 h. The reaction was cooled and concentrated. Water was added and the solution extracted with methylene chloride. The aqueous la...